describe an organic reaction: reactants, conditions, products, and yield From a dataset of the Open Reaction Database (ORD), a public repository of structured organic reaction records. Reactants: C(C)(C)(C)C1=NN=C(O1)C(=O)OCC (ethyl 5-tert-butyl-[1,3,4]oxadiazole-2-carboxylate), C1(=CC=CC=C1)[C@H](C)N ((S)-1-phenylethylamine). Solvent: C(C)O (ethanol). The product is C1(=CC=CC=C1)[C@H](C)NC(=O)C=1OC(=NN1)C(C)(C)C ((S)-5-tert-butyl-[1,3,4]oxadiazole-2-carboxylic acid (1-phenylethyl)amide). Isolated yield 92.0%. As a reaction SMILES: [C:1]([C:5]1[O:9][C:8]([C:10]([O:12]CC)=O)=[N:7][N:6]=1)([CH3:4])([CH3:3])[CH3:2].[C:15]1([C@@H:21]([NH2:23])[CH3:22])[CH:20]=[CH:19][CH:18]=[CH:17][CH:16]=1>C(O)C>[C:15]1([C@@H:21]([NH:23][C:10]([C:8]2[O:9][C:5]([C:1]([CH3:2])([CH3:3])[CH3:4])=[N:6][N:7]=2)=[O:12])[CH3:22])[CH:20]=[CH:19][CH:18]=[CH:17][CH:16]=1. Procedure: A solution of ethyl 5-tert-butyl-[1,3,4]oxadiazole-2-carboxylate (1.38 g, 7 mmol) and (S)-1-phenylethylamine (1.70 g, 14 mmol) in absolute ethanol (25 ml) is refluxed for 6 hours. The solvent is evaporated in vacuo and the residue is purified by flash column chromatography (silica gel, hexane/ethyl acetate 4:1 v/v) to give (S)-5-tert-butyl-[1,3,4]oxadiazole-2-carboxylic acid (1-phenylethyl)amide (1.76 g, 92%) as colourless crystals, m.p. 123°-125° C. Starting materials: [H-].[Na+] (sodium hydride), C1(CCC(N1)=O)=O (Succinimide), CN(C=O)C (dimethylformamide), C(CCCCCCCC)Br (Nonyl bromide). Run at time 3 hour. The product is C(CCCCCCCCC)N1C(CCC1=O)=O (1-Decylpyrrolidine-2,5-dione). RXN SMILES: [C:1]1(=[O:7])[NH:5][C:4](=[O:6])[CH2:3][CH2:2]1.[H-].[Na+].[CH2:10](Br)[CH2:11][CH2:12][CH2:13][CH2:14][CH2:15][CH2:16][CH2:17][CH3:18].[CH3:20]N(C)C=O>>[CH2:18]([N:5]1[C:4](=[O:6])[CH2:3][CH2:2][C:1]1=[O:7])[CH2:17][CH2:16][CH2:15][CH2:14][CH2:13][CH2:12][CH2:11][CH2:10][CH3:20] |f:1.2|. Procedure details: Succinimide (0.1 M) dissolved in dry dimethylformamide was treated with sodium hydride (0.1 M) at a temperature of 0° C. Nonyl bromide (0.1 M) was then added and the reaction mixture was stirred at room temperature for three hours. The reaction mixture was concentrated in vacuo and the residue extracted into ethyl acetate. The ethyl acetate layer was washed with water, dried over sodium sulphate and concentrated in vacuo. The residue obtained was chromatographed over silica gel to afford the des...